Task: describe an organic reaction: reactants, conditions, products, and yield. Dataset: the Open Reaction Database (ORD), a public repository of structured organic reaction records Starting materials: [Li]CCCC, C1CCOC1, COc1ccccc1F, [Na+], O=C=O, [OH-]. Product: COc1cccc(C(=O)O)c1F. As a reaction SMILES: [CH2:10]([Li:11])[CH2:12][CH2:13][CH3:14].[CH2:18]1[O:19][CH2:20][CH2:21][CH2:22]1.[F:1][c:2]1[c:3]([O:8][CH3:9])[cH:4][cH:5][cH:6][cH:7]1.[Na+:24].[O:15]=[C:16]=[O:17].[OH-:23]>>[F:1][c:2]1[c:3]([O:8][CH3:9])[cH:4][cH:5][cH:6][c:7]1[C:16](=[O:15])[OH:17].